This data is from the Open Reaction Database (ORD), a public repository of structured organic reaction records. The task is: describe an organic reaction: reactants, conditions, products, and yield Starting materials: C(C)(C)(C)OC(=O)NCC(=O)O (tert-butoxycarbonylamino acetic acid), C(C1=CC=CC=C1)[C@H]1CN(CCN1)C1=CC(=C(C=C1)OC)OC1CCC1 (3(S)-benzyl-1-(3-cyclobutoxy-4-methoxy-phenyl)-piperazine), C(C1=CC=CC=C1)[C@H]1CN(CCN1)C1=CC(=C(C=C1)OC)OC1CCC1 (3(S)-benzyl-1-(3-cyclobutoxy-4-methoxy-phenyl)-piperazine). The product is NCC(=O)N1[C@H](CN(CC1)C1=CC(=C(C=C1)OC)OC1CCC1)CC1=CC=CC=C1 ((S)-2-amino-1-(2-benzyl-4-(3-cyclobutoxy-4-methoxyphenyl)piperazin-1-yl)ethanone). Reaction SMILES: C(OC([NH:8][CH2:9][C:10](O)=[O:11])=O)(C)(C)C.[CH2:13]([C@@H:20]1[NH:25][CH2:24][CH2:23][N:22]([C:26]2[CH:31]=[CH:30][C:29]([O:32][CH3:33])=[C:28]([O:34][CH:35]3[CH2:38][CH2:37][CH2:36]3)[CH:27]=2)[CH2:21]1)[C:14]1[CH:19]=[CH:18][CH:17]=[CH:16][CH:15]=1>>[NH2:8][CH2:9][C:10]([N:25]1[CH2:24][CH2:23][N:22]([C:26]2[CH:31]=[CH:30][C:29]([O:32][CH3:33])=[C:28]([O:34][CH:35]3[CH2:38][CH2:37][CH2:36]3)[CH:27]=2)[CH2:21][C@@H:20]1[CH2:13][C:14]1[CH:15]=[CH:16][CH:17]=[CH:18][CH:19]=1)=[O:11]. Reported procedure: Prepared by the method outlined for Example 91 using tert-butoxycarbonylamino acetic acid and (S)3-benzyl-1-(3-cyclobutoxy-4-methoxy-phenyl)-piperazine (Example 7, Compound 95) as staring materials to afford product as an oil. LC/MS (Method B) 3.55 min, [M+1]+ 410. Potency class C.